This data is from the Open Reaction Database (ORD), a public repository of structured organic reaction records. The task is: describe an organic reaction: reactants, conditions, products, and yield The reactants are FC(C1=NN=C2N1N=C(C=C2)C2=CC=C(C=C2)CCNC(OC(C)(C)C)=O)(C=2C=C1C=CC=NC1=CC2)F (tert-butyl 2-(4-(3-(difluoro(quinolin-6-yl)methyl)-[1,2,4]triazolo[4,3-b]pyridazin-6-yl)phenyl)ethylcarbamate). The solvent is C(Cl)Cl (DCM), C(=O)(C(F)(F)F)O (TFA). Conditions: temperature 23 celsius, time 30 minute. Yields the product FC(C1=NN=C2N1N=C(C=C2)C2=CC=C(C=C2)CCN)(C=2C=C1C=CC=NC1=CC2)F (2-(4-(3-(Difluoro(quinolin-6-yl)methyl)-[1,2,4]triazolo[4,3-b]pyridazin-6-yl)phenyl)ethanamine). RXN SMILES: [F:1][C:2]([F:38])([C:28]1[CH:29]=[C:30]2[C:35](=[CH:36][CH:37]=1)[N:34]=[CH:33][CH:32]=[CH:31]2)[C:3]1[N:7]2[N:8]=[C:9]([C:12]3[CH:17]=[CH:16][C:15]([CH2:18][CH2:19][NH:20]C(=O)OC(C)(C)C)=[CH:14][CH:13]=3)[CH:10]=[CH:11][C:6]2=[N:5][N:4]=1>C(Cl)Cl.C(O)(C(F)(F)F)=O>[F:38][C:2]([F:1])([C:28]1[CH:29]=[C:30]2[C:35](=[CH:36][CH:37]=1)[N:34]=[CH:33][CH:32]=[CH:31]2)[C:3]1[N:7]2[N:8]=[C:9]([C:12]3[CH:17]=[CH:16][C:15]([CH2:18][CH2:19][NH2:20])=[CH:14][CH:13]=3)[CH:10]=[CH:11][C:6]2=[N:5][N:4]=1. Reported procedure: A solution of tert-butyl 2-(4-(3-(difluoro(quinolin-6-yl)methyl)-[1,2,4]triazolo[4,3-b]pyridazin-6-yl)phenyl)ethylcarbamate (70 mg, 136 mol) in DCM (1 mL) and TFA (1 mL) was stirred for 30 min at 23° C. The solvents were then removed under reduced pressure and crude product purified by RP-HPLC eluting with water/ACN (0.1% TFA). The desired collected fractions were then concentrated under reduced pressure and the resulting residue dissolved in MeOH/DCM (5 mL). Solution was then stirred as a suspe... Product: ClC=1C=C2C=NC(=NC2=CC1)N(C)C1=CC=C(OC(C(=O)OCC)C)C=C1 (ethyl 2-{4-[N-(6-chloro-2-quinazolinyl)-N-methylamino]phenoxy}propionate). The reactants are ClC=1C=C2C=NC(=NC2=CC1)N(C)C1=CC=C(C=C1)O (4-[N-(6-chloro-2-quinazolinyl)-N-methylamino]phenol), BrC(C(=O)OCC)C (ethyl 2-bromopropionate), C([O-])([O-])=O.[K+].[K+] (potassium carbonate), C(C)C(=O)C (methyl ethyl ketone). The solvent is O (water). Reaction SMILES: [Cl:1][C:2]1[CH:3]=[C:4]2[C:9](=[CH:10][CH:11]=1)[N:8]=[C:7]([N:12]([C:14]1[CH:19]=[CH:18][C:17]([OH:20])=[CH:16][CH:15]=1)[CH3:13])[N:6]=[CH:5]2.Br[CH:22]([CH3:28])[C:23]([O:25][CH2:26][CH3:27])=[O:24].C(=O)([O-])[O-].[K+].[K+].C(C(C)=O)C>O>[Cl:1][C:2]1[CH:3]=[C:4]2[C:9](=[CH:10][CH:11]=1)[N:8]=[C:7]([N:12]([C:14]1[CH:19]=[CH:18][C:17]([O:20][CH:22]([CH3:28])[C:23]([O:25][CH2:26][CH3:27])=[O:24])=[CH:16][CH:15]=1)[CH3:13])[N:6]=[CH:5]2 |f:2.3.4|. Reported procedure: A mixture of 4-[N-(6-chloro-2-quinazolinyl)-N-methylamino]phenol (0.52 g), ethyl 2-bromopropionate (0.40 g), potassium carbonate (0.28 g) and methyl ethyl ketone (25 ml) was heated under reflux for a period of 18 hours. After cooling, the mixture was diluted with water and the aqueous mixture was extracted with dichloromethane. The dichloromethane extract was dried (anhydrous sodium sulfate) and the solvent was removed under reduced pressure. The residue was purified by chromatography over silic...